describe an organic reaction: reactants, conditions, products, and yield From a dataset of the Open Reaction Database (ORD), a public repository of structured organic reaction records. Reactants: Cl.NNC(=O)N (semicarbazide hydrochloride), [OH-].[Na+] (NaOH), C(C)(C)(C)N=NC1(CCCCC1)N=C=S (1-t-butylazo-1-isothiocyanatocyclohexane). The solvent is CO (methanol). Run at time 15 minute. Product: C(C)(C)(C)N=NC1(CCCCC1)NC(=S)NNC(=O)N (1-[1-(t-Butylazo)cyclohexylaminothiocarbonyl]semicarbazide). As a reaction SMILES: Cl.[NH2:2][NH:3][C:4]([NH2:6])=[O:5].[OH-].[Na+].[C:9]([N:13]=[N:14][C:15]1([N:21]=[C:22]=[S:23])[CH2:20][CH2:19][CH2:18][CH2:17][CH2:16]1)([CH3:12])([CH3:11])[CH3:10]>CO>[C:9]([N:13]=[N:14][C:15]1([NH:21][C:22]([NH:2][NH:3][C:4]([NH2:6])=[O:5])=[S:23])[CH2:16][CH2:17][CH2:18][CH2:19][CH2:20]1)([CH3:12])([CH3:10])[CH3:11] |f:0.1,2.3|. Reported procedure: To a solution of 2.49 grams (0.0223 moles) of semicarbazide hydrochloride in 25 ml of methanol in a 50 ml erlenmeyer flask was added 1.75 grams (0.0223 moles) of 50% NaOH and the reaction stirred 15 minutes. To this solution was added 5.15 grams (0.0223 moles) of 1-t-butylazo-1-isothiocyanatocyclohexane and the reaction mixture stirred for 6 days at room temperature. The methanol was evaporated under reduced pressure, the residue slurried in water and filtered. The filter cake weighed 5.0 grams ... Yields the product COc1ccc(Nc2ncccc2-c2nc(C)nc(N)n2)cc1OC. Reaction SMILES: [CH3:1][O:2][c:3]1[cH:4][c:5]([NH:11][c:12]2[n:13][cH:14][cH:15][cH:16][c:17]2-[c:18]2[n:19][c:20]([N:25]([CH2:26][c:27]3[cH:28][cH:29][c:30]([O:31][CH3:32])[cH:33][cH:34]3)[CH2:35][c:36]3[cH:37][cH:38][c:39]([O:40][CH3:41])[cH:42][cH:43]3)[n:21][c:22]([CH3:24])[n:23]2)[cH:6][cH:7][c:8]1[O:9][CH3:10].[CH3:51][OH:52].[F:44][C:45]([F:46])([F:47])[C:48]([OH:49])=[O:50]>>[CH3:1][O:2][c:3]1[cH:4][c:5]([NH:11][c:12]2[n:13][cH:14][cH:15][cH:16][c:17]2-[c:18]2[n:19][c:20]([NH2:25])[n:21][c:22]([CH3:24])[n:23]2)[cH:6][cH:7][c:8]1[O:9][CH3:10]. Starting materials: COc1ccc(CN(Cc2ccc(OC)cc2)c2nc(C)nc(-c3cccnc3Nc3ccc(OC)c(OC)c3)n2)cc1, CO, O=C(O)C(F)(F)F. Reactants: C(=C)C=1C=C(C=NC1C=C)C(=O)OC(C)(C)C (tert-butyl 5,6-diethenylpyridine-3-carboxylate), O=[O+][O-] (ozone), [BH4-].[Na+] (sodium borohydride), CO (methanol). Solvent: ClCCl (dichloromethane). Reaction conditions: time 15 minute. The product is OCC=1C=C(C=NC1CO)C(=O)OC(C)(C)C (tert-Butyl 5,6-bis(hydroxymethyl)pyridine-3-carboxylate). As a reaction SMILES: C([C:3]1[CH:4]=[C:5]([C:11]([O:13][C:14]([CH3:17])([CH3:16])[CH3:15])=[O:12])[CH:6]=[N:7][C:8]=1[CH:9]=C)=C.[O:18]=[O+][O-].[BH4-].[Na+].[CH3:23][OH:24]>ClCCl>[OH:24][CH2:23][C:3]1[CH:4]=[C:5]([C:11]([O:13][C:14]([CH3:17])([CH3:16])[CH3:15])=[O:12])[CH:6]=[N:7][C:8]=1[CH2:9][OH:18] |f:2.3|. Procedure: To a solution of tert-butyl 5,6-diethenylpyridine-3-carboxylate (19.0 g, 82 mmol) in dichloromethane (821 mL) at −78° C. was added ozone gas. The ozone bubbled though the solution until saturated (1 h). Nitrogen gas was then bubbled through the solution. The mixture was diluted with methanol (821 mL) and sodium borohydride (7.77 g, 205 mmol) was added. After 15 min, the mixture was quenched with saturated aqeuous sodium bicarbonate and washed with dichloromethane (3×). The combined organics were...